This data is from the Open Reaction Database (ORD), a public repository of structured organic reaction records. The task is: describe an organic reaction: reactants, conditions, products, and yield Reactants: FC1=CC=C(C=C1)S(=O)(=O)NC1=NC=C(C=C1)C(C)C (4-fluoro-N-(5-isopropylpyridin-2-yl)benzenesulfonamide), CC(C(C)O)C (3-methylbutan-2-ol), C(C)#N (acetonitrile). Solvent: C1(=CC=CC=C1)C (toluene), C1(=CC=CC=C1)C (toluene). Run at temperature 150 celsius. Yields the product FC1=CC=C(C=C1)S(=O)(=O)N(C(C)C(C)C)C1=NC=C(C=C1)C(C)C (4-fluoro-N-(5-isopropylpyridin-2-yl)-N-(3-methylbutan-2-yl)benzenesulfonamide). The yield is 12.7%. Reaction SMILES: [F:1][C:2]1[CH:7]=[CH:6][C:5]([S:8]([NH:11][C:12]2[CH:17]=[CH:16][C:15]([CH:18]([CH3:20])[CH3:19])=[CH:14][N:13]=2)(=[O:10])=[O:9])=[CH:4][CH:3]=1.[CH3:21][CH:22]([CH3:26])[CH:23](O)[CH3:24].C(#N)C>C1(C)C=CC=CC=1>[F:1][C:2]1[CH:3]=[CH:4][C:5]([S:8]([N:11]([C:12]2[CH:17]=[CH:16][C:15]([CH:18]([CH3:20])[CH3:19])=[CH:14][N:13]=2)[CH:23]([CH:22]([CH3:26])[CH3:21])[CH3:24])(=[O:10])=[O:9])=[CH:6][CH:7]=1. Reported procedure: To a solution of 4-fluoro-N-(5-isopropylpyridin-2-yl)benzenesulfonamide (203 mg, 0.690 mmol) and 3-methylbutan-2-ol (60.8 mg, 0.690 mmol) in toluene (3 mL) stirred in air at room temperature was added a solution of 2-tributylphosphoranylidene)acetonitrile (166 mg, 0.690 mmol) in toluene (0.5 mL). The reaction vessel was sealed and heated by microwaves to 150° C. for 30 minutes. After cooling, the solvent was evaporated in vacuo and the crude purified by mass directed autoprep (formic acid modifi... Reactants: CCOC(=O)Cn1nc(-c2ccc(S(C)(=O)=O)cc2)c(-c2ccc(F)cc2)c1C(F)(F)F, [Li+], C1CCOC1, [OH-]. The product is CS(=O)(=O)c1ccc(-c2nn(CC(=O)O)c(C(F)(F)F)c2-c2ccc(F)cc2)cc1. As a reaction SMILES: [F:1][c:2]1[cH:3][cH:4][c:5](-[c:8]2[c:9](-[c:23]3[cH:24][cH:25][c:26]([S:29](=[O:30])(=[O:31])[CH3:32])[cH:27][cH:28]3)[n:10][n:11]([CH2:17][C:18](=[O:19])[O:20][CH2:21][CH3:22])[c:12]2[C:13]([F:14])([F:15])[F:16])[cH:6][cH:7]1.[Li+:33].[O:35]1[CH2:36][CH2:37][CH2:38][CH2:39]1.[OH-:34]>>[F:1][c:2]1[cH:3][cH:4][c:5](-[c:8]2[c:9](-[c:23]3[cH:24][cH:25][c:26]([S:29](=[O:30])(=[O:31])[CH3:32])[cH:27][cH:28]3)[n:10][n:11]([CH2:17][C:18](=[O:19])[OH:20])[c:12]2[C:13]([F:14])([F:15])[F:16])[cH:6][cH:7]1. The reactants are O=C[C@H](O)[C@@H](O)[C@H](O)[C@H](O)CO (glucose), [Cl-].[Mg+2].[Cl-] (magnesium chloride). The reagents and catalysts are [Co](Cl)Cl (cobalt chloride). The product is OCC(=O)[C@@H](O)[C@H](O)[C@H](O)CO (fructose). Reaction SMILES: [O:1]=[CH:2][C@@H:3]([C@H:5]([C@@H:7]([C@@H:9]([CH2:11][OH:12])[OH:10])[OH:8])[OH:6])[OH:4].[Cl-].[Mg+2].[Cl-]>[Co](Cl)Cl>[OH:1][CH2:2][C:3]([C@H:5]([C@@H:7]([C@@H:9]([CH2:11][OH:12])[OH:10])[OH:8])[OH:6])=[O:4] |f:1.2.3|. Reported procedure: Two series of four glucose-containing liquor samples (mother liquor from primary dextrose crystallization, 90DE) were prepared containing 0.005M magnesium chloride and 0.001M cobalt chloride. Series A contained 53.4 percent dry substance, and Series B contained 56.7 percent dry substance. To the samples, were added various quantities of the air-dried filter cake of example I and sulfite salts. The isomerizations were carried out at 70° C. for various times under an atmosphere of nitrogen. The co... The reactants are ClC1=CC=C(C(=C1C(O)C=1C=NC=CC1)F)[C@@H](CC)NC ({6-chloro-2-fluoro-3-[(1R)-1-(methylamino)propyl]-phenyl}(pyridin-3-yl)methanol). The reagents and catalysts are [O-2].[Mn+4].[O-2] (manganese(IV) oxide). Solvent: C1(=CC=CC=C1)C (toluene), ClCCCl (1,2-dichloroethane). Reaction conditions: temperature 100 celsius. The product is ClC1=C(C(=C(C=C1)[C@@H](CC)NC)F)C(=O)C=1C=NC=CC1 ([(1R)-1-{4-chloro-2-fluoro-3-[(pyridin-3-yl)carbonyl]phenyl}propyl](methyl)amine). RXN SMILES: [Cl:1][C:2]1[C:7]([CH:8]([C:10]2[CH:11]=[N:12][CH:13]=[CH:14][CH:15]=2)[OH:9])=[C:6]([F:16])[C:5]([C@H:17]([NH:20][CH3:21])[CH2:18][CH3:19])=[CH:4][CH:3]=1>C1(C)C=CC=CC=1.ClCCCl.[O-2].[Mn+4].[O-2]>[Cl:1][C:2]1[CH:3]=[CH:4][C:5]([C@H:17]([NH:20][CH3:21])[CH2:18][CH3:19])=[C:6]([F:16])[C:7]=1[C:8]([C:10]1[CH:11]=[N:12][CH:13]=[CH:14][CH:15]=1)=[O:9] |f:3.4.5|. Procedure details: Step 3 A stirred suspension of {6-chloro-2-fluoro-3-[(1R)-1-(methylamino)propyl]-phenyl}(pyridin-3-yl)methanol (0.123 g, 0.398 mmol) and manganese(IV) oxide (0.693 g, 7.97 mmol) in toluene (1.99 mL) and 1,2-dichloroethane (1.99 mL) was heated at 100° C. for 2.5 hours. Upon cooling, the mixture was filtered; the residual solids were washed with DCM (×2) and concentrated. Preparative HPLC gave [(1R)-1-{4-chloro-2-fluoro-3-[(pyridin-3-yl)carbonyl]phenyl}propyl](methyl)amine which was converted to t... Starting materials: C(C)C1=CC=C(C=C1)C1=CC(OC2=CC=C(C=C12)C#CC1=CC=C(C(=O)OCC)C=C1)(C)C (ethyl 4-[[4-(4-ethylphenyl)-2,2-dimethyl-(2H)-chromen-6-yl]-ethynyl]-benzoate), C(C)C1=CC=C(C=C1)C1=CC(OC2=CC=C(C=C12)C#CC1=CC=C(C(=O)OCC)C=C1)(C)C (ethyl 4-[[4-(4-ethylphenyl)-2,2-dimethyl-(2H)-chromen-6-yl]-ethynyl]-benzoate), [OH-].[Na+] (NaOH), aqueous solution, Cl (HCl). The solvent is C1CCOC1 (THF), CCO (EtOH). Reaction conditions: temperature 35 celsius, time 8 hour. The product is C(C)C1=CC=C(C=C1)C1=CC(OC2=CC=C(C=C12)C#CC1=CC=C(C(=O)O)C=C1)(C)C (4-[[4-(4-ethylphenyl)-2,2-dimethyl-(2H)-chromen-6-yl]-ethynyl]-benzoic acid). Isolated yield 84.6%. Reaction SMILES: [CH2:1]([C:3]1[CH:8]=[CH:7][C:6]([C:9]2[C:18]3[C:13](=[CH:14][CH:15]=[C:16]([C:19]#[C:20][C:21]4[CH:31]=[CH:30][C:24]([C:25]([O:27]CC)=[O:26])=[CH:23][CH:22]=4)[CH:17]=3)[O:12][C:11]([CH3:33])([CH3:32])[CH:10]=2)=[CH:5][CH:4]=1)[CH3:2].[OH-].[Na+].Cl>C1COCC1.CCO>[CH2:1]([C:3]1[CH:4]=[CH:5][C:6]([C:9]2[C:18]3[C:13](=[CH:14][CH:15]=[C:16]([C:19]#[C:20][C:21]4[CH:22]=[CH:23][C:24]([C:25]([OH:27])=[O:26])=[CH:30][CH:31]=4)[CH:17]=3)[O:12][C:11]([CH3:32])([CH3:33])[CH:10]=2)=[CH:7][CH:8]=1)[CH3:2] |f:1.2|. Procedure: To a solution of ethyl 4-[[4-(4-ethylphenyl)-2,2-dimethyl-(2H)-chromen-6-yl]-ethynyl]-benzoate (Compound 267, 82.0 mg, 0.188 mmol) in 3.0 mL THF and 3.0 mL EtOH was added NaOH (120.0 mg, 3.0 mmol, 3.0 mL of a 1M aqueous solution). The resulting solution was heated to 35° C., cooled to room temperature and stirred overnight. The reaction mixture was acidified with 10% aqueous HCl and extracted with EtOAc. The combined organic layers were washed with H2O, saturated aqueous NaCl, and dried (Na2SO4)... Reactants: BrCC(C(=O)O)(C)C (Bromopivalic acid), NC1=C(C=CC=C1)S (2-aminothiophenol). Yields the product CC1(CSC2=C(N(C1=O)C1=CC=CC=C1)C=CC=C2)C (3,3-Dimethyl-2,3-dihydro-5-phenyl-1,5-benzothiazepin-4-one). Yield: 71.0%. Reaction SMILES: Br[CH2:2][C:3]([CH3:8])([CH3:7])[C:4](O)=[O:5].[NH2:9][C:10]1[CH:15]=[CH:14][CH:13]=[CH:12][C:11]=1[SH:16]>>[CH3:7][C:3]1([CH3:8])[C:4](=[O:5])[N:9]([C:10]2[CH:15]=[CH:14][CH:13]=[CH:12][CH:11]=2)[C:10]2[CH:15]=[CH:14][CH:13]=[CH:12][C:11]=2[S:16][CH2:2]1. Procedure details: Bromopivalic acid (Example 10(a)) (59.4 g, 328 mmol) was reacted with 2-aminothiophenol (41 g, 328 mmol, freshly distilled) according to the procedure for Example 1(d). Column chromatography yielded the title compound (52.3 g, 232 mmol, 71%). 1H NMR (DMSO-d6) δ 12.44 (br s, 1H); 7.22 (d, 1H); 6.99 (t, 1H); 6.63 (d, 1H); 6.47 (t, 1H); 5.27 (br s, 2H); 2.88 (s, 2H); 1.14 (s, 6H). MS Da/e=226 (MH+), 208 (M-H2O), 180 (M-CO2). Calcd for C11H15NSO2 : C, 58.64; H, 6.71; N, 6.22; S, 14.23. Found: C, 58.... The reactants are O=C(c1ccc(F)cc1)N1CCC2(CC1)NC(Cc1ccccc1)C(=O)N2Cc1ccccc1, C[Si](C)(C)Cl, CCC(C)=O, O. Product: O=C(c1ccc(F)cc1)N1CCC2(CC1)NC(Cc1ccccc1)C(=O)N2Cc1ccccc1, Cl. RXN SMILES: [CH2:1]([c:2]1[cH:3][cH:4][cH:5][cH:6][cH:7]1)[N:8]1[C:9](=[O:34])[CH:10]([CH2:27][c:28]2[cH:29][cH:30][cH:31][cH:32][cH:33]2)[NH:11][C:12]12[CH2:13][CH2:14][N:15]([C:18]([c:19]1[cH:20][cH:21][c:22]([F:25])[cH:23][cH:24]1)=[O:26])[CH2:16][CH2:17]2.[CH3:36][Si:37]([CH3:38])([CH3:39])[Cl:40].[CH3:41][C:42]([CH2:43][CH3:44])=[O:45].[OH2:35]>>[CH2:1]([c:2]1[cH:3][cH:4][cH:5][cH:6][cH:7]1)[N:8]1[C:9](=[O:34])[CH:10]([CH2:27][c:28]2[cH:29][cH:30][cH:31][cH:32][cH:33]2)[NH:11][C:12]12[CH2:13][CH2:14][N:15]([C:18]([c:19]1[cH:20][cH:21][c:22]([F:25])[cH:23][cH:24]1)=[O:26])[CH2:16][CH2:17]2.[ClH:40]. Starting materials: CC(C)(C)OC(=O)N1CCCC1C(C(=O)O)c1ccc(Cl)cc1, CCN(C(C)C)C(C)C, Clc1cnc2[nH]ncc2c1N1CCNCC1, ClCCl, Cl, Cl. The product is CC(C)(C)OC(=O)N1CCCC1C(C(=O)N1CCN(c2c(Cl)cnc3[nH]ncc23)CC1)c1ccc(Cl)cc1. As a reaction SMILES: [C:28]([CH3:29])([CH3:30])([CH3:31])[O:32][C:33](=[O:34])[N:35]1[CH:36]([CH:40]([C:41](=[O:42])[OH:43])[c:44]2[cH:45][cH:46][c:47]([Cl:50])[cH:48][cH:49]2)[CH2:37][CH2:38][CH2:39]1.[CH2:19]([N:20]([CH:21]([CH3:22])[CH3:23])[CH:24]([CH3:25])[CH3:26])[CH3:27].[Cl:3][c:4]1[c:5]([N:13]2[CH2:14][CH2:15][NH:16][CH2:17][CH2:18]2)[c:6]2[c:7]([n:8][cH:9]1)[nH:10][n:11][cH:12]2.[Cl:51][CH2:52][Cl:53].[ClH:1].[ClH:2]>>[Cl:3][c:4]1[c:5]([N:13]2[CH2:14][CH2:15][N:16]([C:41]([CH:40]([CH:36]3[N:35]([C:33]([O:32][C:28]([CH3:29])([CH3:30])[CH3:31])=[O:34])[CH2:39][CH2:38][CH2:37]3)[c:44]3[cH:45][cH:46][c:47]([Cl:50])[cH:48][cH:49]3)=[O:42])[CH2:17][CH2:18]2)[c:6]2[c:7]([n:8][cH:9]1)[nH:10][n:11][cH:12]2. The reactants are OC=1C(=C(C(=O)OC)C=CC1)[N+](=O)[O-] (Methyl 3-hydroxy-2-nitrobenzoate), C(C)(=O)OCC (ethyl acetate), CS(=O)(=O)OC1CCOCC1 (tetrahydro-2H-pyran-4-yl methanesulfonate), C(=O)([O-])[O-].[K+].[K+] (K2CO3). The solvent is CC#N (MeCN), petroleum ether. The product is [N+](=O)([O-])C1=C(C(=O)OC)C=CC=C1OC1CCOCC1 (methyl 2-nitro-3-(tetrahydro-2H-pyran-4-yloxy)benzoate). Isolated yield 136.7%. Reaction SMILES: [OH:1][C:2]1[C:3]([N+:12]([O-:14])=[O:13])=[C:4]([CH:9]=[CH:10][CH:11]=1)[C:5]([O:7][CH3:8])=[O:6].CS(O[CH:20]1[CH2:25][CH2:24][O:23][CH2:22][CH2:21]1)(=O)=O.C([O-])([O-])=O.[K+].[K+].C(OCC)(=O)C>CC#N>[N+:12]([C:3]1[C:2]([O:1][CH:20]2[CH2:25][CH2:24][O:23][CH2:22][CH2:21]2)=[CH:11][CH:10]=[CH:9][C:4]=1[C:5]([O:7][CH3:8])=[O:6])([O-:14])=[O:13] |f:2.3.4|. Procedure: Methyl 3-hydroxy-2-nitrobenzoate (95 g, 0.52 mol), tetrahydro-2H-pyran-4-yl methanesulfonate (234 g, 1.3 mol) and K2CO3 (358 g, 2.6 mol) was suspend in MeCN (2 L). The mixture was heated at reflux for 20 h. TLC (petroleum ether:ethyl acetate=1:1) showed the reaction was complete. The mixture was filtered; the filtrate was concentrated in vacuo. The residue was purified by chromatography (petroleum ether: ethyl acetate=10:1, 5:1, 2:1) to give the title compound (200 g 100%) as a yellow oil.